This data is from the Open Reaction Database (ORD), a public repository of structured organic reaction records. The task is: describe an organic reaction: reactants, conditions, products, and yield As a reaction SMILES: [N:1]1[C:10]2[C:5](=[CH:6][C:7]([CH:11]([CH3:15])[C:12]([OH:14])=O)=[CH:8][CH:9]=2)[CH:4]=[CH:3][CH:2]=1.CCN(C(C)C)C(C)C.[Cl:25][C:26]1[N:31]=[N:30][C:29]([NH:32][NH2:33])=[CH:28][CH:27]=1>CN(C=O)C>[Cl:25][C:26]1[N:31]=[N:30][C:29]([NH:32][NH:33][C:12](=[O:14])[CH:11]([C:7]2[CH:6]=[C:5]3[C:10](=[CH:9][CH:8]=2)[N:1]=[CH:2][CH:3]=[CH:4]3)[CH3:15])=[CH:28][CH:27]=1. Run at temperature 0 celsius, time 60 minute. Starting materials: ClC1=CC=C(N=N1)NN (1-(6-chloropyridazin-3-yl)hydrazine), N1=CC=CC2=CC(=CC=C12)C(C(=O)O)C (2-(quinolin-6-yl)propanoic acid), CCN(C(C)C)C(C)C (DIEA), o-(7-azabenzotriazol-1-yl)-n,n,n′,n-tetramethyl uronium hexafluorophosphate. Yields the product ClC1=CC=C(N=N1)NNC(C(C)C=1C=C2C=CC=NC2=CC1)=O (N′-(6-chloropyridazin-3-yl)-2-(quinolin-6-yl)propanehydrazide). Procedure details: To a stirring solution of 2-(quinolin-6-yl)propanoic acid (3260 mg, 16201 μmol) and DIEA (2830 μl, 16201 μmol) in DMF (25 mL) was added o-(7-azabenzotriazol-1-yl)-n,n,n′,n-tetramethyl uronium hexafluorophosphate (6160 mg, 16201 μmol) whole at 23° C. under nitrogen. The solution was stirred for 60 min, cooled to 0° C., then added 1-(6-chloropyridazin-3-yl)hydrazine (2342 mg, 16201 μmol). After 20 h stirring at 23° C., the reaction was then partitioned between 9:1 CHCl3/IPA (100 mL) and 5% NaHCO3 ... Run in CN(C)C=O (DMF). Reactants: [NH4+].[Cl-] (NH4Cl), O=C1OC2(CCC2)C(=C1C1=CC=CC=C1)OS(=O)(=O)C(F)(F)F (Trifluoro-methanesulfonic acid 6-oxo-7-phenyl-5-oxa-spiro[3.4]oct-7-en-8-yl ester), CSC1=CC=C(C=C1)B(O)O (4-(Methylthio)benzeneboronic acid), C(=O)([O-])[O-].[Na+].[Na+] (Na2CO3). Reagents/catalysts: C=1C=CC(=CC1)[P](C=2C=CC=CC2)(C=3C=CC=CC3)[Pd]([P](C=4C=CC=CC4)(C=5C=CC=CC5)C=6C=CC=CC6)([P](C=7C=CC=CC7)(C=8C=CC=CC8)C=9C=CC=CC9)[P](C=1C=CC=CC1)(C=1C=CC=CC1)C=1C=CC=CC1 (Pd(PPh3)4). Run in C1CCOC1 (THF). Run at temperature 70 celsius. Product: CSC1=CC=C(C=C1)C1=C(C(OC12CCC2)=O)C2=CC=CC=C2 (8-(4-Methylsulfanyl-phenyl)-7-phenyl-5-oxa-spiro[3.4]oct-7-en-6-one). Yield: 90.3%. RXN SMILES: [O:1]=[C:2]1[C:9]([C:10]2[CH:15]=[CH:14][CH:13]=[CH:12][CH:11]=2)=[C:8](OS(C(F)(F)F)(=O)=O)[C:4]2([CH2:7][CH2:6][CH2:5]2)[O:3]1.[CH3:24][S:25][C:26]1[CH:31]=[CH:30][C:29](B(O)O)=[CH:28][CH:27]=1.C([O-])([O-])=O.[Na+].[Na+].[NH4+].[Cl-]>C1COCC1.C1C=CC([P]([Pd]([P](C2C=CC=CC=2)(C2C=CC=CC=2)C2C=CC=CC=2)([P](C2C=CC=CC=2)(C2C=CC=CC=2)C2C=CC=CC=2)[P](C2C=CC=CC=2)(C2C=CC=CC=2)C2C=CC=CC=2)(C2C=CC=CC=2)C2C=CC=CC=2)=CC=1>[CH3:24][S:25][C:26]1[CH:31]=[CH:30][C:29]([C:8]2[C:4]3([CH2:5][CH2:6][CH2:7]3)[O:3][C:2](=[O:1])[C:9]=2[C:10]2[CH:15]=[CH:14][CH:13]=[CH:12][CH:11]=2)=[CH:28][CH:27]=1 |f:2.3.4,5.6,^1:51,53,72,91|. Procedure details: To a solution of the triflate (550 mg, 1.58 mmol) from step 2 in THF (10 ml) and boronic acid from step 3 (318 mg, 1.90 mmol) was added an aq. solution of Na2CO3 (2.0M, 3.16 mmol, 1.60 ml) and Pd(PPh3)4 (91 mg, 0.079 mmol). The mixture was heated for 2 h at 70° C., cooled and poured into sat. aq. NH4Cl. The aq. layer was extracted with Et2O and the combined org. layers were dried over MgSO4. Purification via flash chromatography (20% EtOAc in hexane) gave 460 mg of the title compound as a foam. Starting materials: FC1=C(C(=CC=C1)O)C1=NC2=CC(=CC=C2C(=N1)N1C[C@@H](CCC1)CNC([O-])=O)C (((S)-1-(2-(2-fluoro-6-hydroxyphenyl)-7-methylquinazolin-4-yl)piperidin-3-yl)methylcarbamate), Cl (HCl), CCOCC (ether), CCOCC (ether). Solvent: C(Cl)Cl (CH2Cl2). Run at time 2.29 minute. The product is Cl.FC1=C(C(=CC=C1)O)C1=NC2=CC(=CC=C2C(=N1)N1C[C@@H](CCC1)CNC(OCCOC)=O)C (2-Methoxyethyl ((S)-1-(2-(2-fluoro-6-hydroxyphenyl)-7-methylquinazolin-4-yl)piperidin-3-yl)methylcarbamate hydrochloride). RXN SMILES: [F:1][C:2]1[CH:7]=[CH:6][CH:5]=[C:4]([OH:8])[C:3]=1[C:9]1[N:18]=[C:17]([N:19]2[CH2:24][CH2:23][CH2:22][C@@H:21]([CH2:25][NH:26][C:27](=[O:29])[O-:28])[CH2:20]2)[C:16]2[C:11](=[CH:12][C:13]([CH3:30])=[CH:14][CH:15]=2)[N:10]=1.[ClH:31].[CH3:32][CH2:33][O:34][CH2:35]C>C(Cl)Cl>[ClH:31].[F:1][C:2]1[CH:7]=[CH:6][CH:5]=[C:4]([OH:8])[C:3]=1[C:9]1[N:18]=[C:17]([N:19]2[CH2:24][CH2:23][CH2:22][C@@H:21]([CH2:25][NH:26][C:27](=[O:28])[O:29][CH2:32][CH2:33][O:34][CH3:35])[CH2:20]2)[C:16]2[C:11](=[CH:12][C:13]([CH3:30])=[CH:14][CH:15]=2)[N:10]=1 |f:4.5|. Reported procedure: To a solution of ((S)-1-(2-(2-fluoro-6-hydroxyphenyl)-7-methylquinazolin-4-yl)piperidin-3-yl)methylcarbamate (352 mg, 0.75 mmol) in CH2Cl2 (3 mL) was added dropwise a 2.0 M HCl solution in ether (0.375 mL, 0.75 mmol) under an N2 atmosphere. It was followed by the addition of 20 mL ether which lead to the precipitation of 2-methoxyethyl ((S)-1-(2-(2-fluoro-6-hydroxyphenyl)-7-methylquinazolin-4-yl)piperidin-3-yl)methylcarbamate hydrochloride (350 mg, 92%) which was then filtered and dried. LC/MS: ... The reactants are NC1CCCc2ccccc21, Clc1ccccc1Cl, O=C1c2ccccc2C(=O)N1CC1CO1. Yields the product O=C1c2ccccc2C(=O)N1CC(O)CNC1CCCc2ccccc21. Reaction SMILES: [CH:1]1([NH2:11])[CH2:2][CH2:3][CH2:4][c:5]2[cH:6][cH:7][cH:8][cH:9][c:10]21.[Cl:27][c:28]1[cH:29][cH:30][cH:31][cH:32][c:33]1[Cl:34].[O:12]1[CH:13]([CH2:14][N:15]2[C:16](=[O:25])[c:17]3[c:18]([cH:21][cH:22][cH:23][cH:24]3)[C:19]2=[O:20])[CH2:26]1>>[CH:1]1([NH:11][CH2:26][CH:13]([OH:12])[CH2:14][N:15]2[C:16](=[O:25])[c:17]3[c:18]([cH:21][cH:22][cH:23][cH:24]3)[C:19]2=[O:20])[CH2:2][CH2:3][CH2:4][c:5]2[cH:6][cH:7][cH:8][cH:9][c:10]21. Starting materials: ClC=1C=C(C=CC1C#N)C1=NN(C=C1)C[C@H](C)NC(=O)C=1N=C(SC1)C(=O)O ((S)-4-(1-(3-(3-chloro-4-cyanophenyl)-1H-pyrazol-1-yl)propan-2-ylcarbamoyl)thiazole-2-carboxylic acid), Cl.CNC (dimethylamine hydrochloride). Yields the product ClC=1C=C(C=CC1C#N)C1=NN(C=C1)C[C@H](C)NC(=O)C=1N=C(SC1)C(=O)N(C)C ((S)—N4-(1-(3-(3-chloro-4-cyanophenyl)-1H-pyrazol-1-yl)propan-2-yl)-N2,N2-dimethylthiazole-2,4-dicarboxamide). Isolated yield 23.4%. RXN SMILES: [Cl:1][C:2]1[CH:3]=[C:4]([C:10]2[CH:14]=[CH:13][N:12]([CH2:15][C@@H:16]([NH:18][C:19]([C:21]3[N:22]=[C:23]([C:26]([OH:28])=O)[S:24][CH:25]=3)=[O:20])[CH3:17])[N:11]=2)[CH:5]=[CH:6][C:7]=1[C:8]#[N:9].Cl.[CH3:30][NH:31][CH3:32]>>[Cl:1][C:2]1[CH:3]=[C:4]([C:10]2[CH:14]=[CH:13][N:12]([CH2:15][C@@H:16]([NH:18][C:19]([C:21]3[N:22]=[C:23]([C:26]([N:31]([CH3:32])[CH3:30])=[O:28])[S:24][CH:25]=3)=[O:20])[CH3:17])[N:11]=2)[CH:5]=[CH:6][C:7]=1[C:8]#[N:9] |f:1.2|. Reported procedure: (S)—N4-(1-(3-(3-chloro-4-cyanophenyl)-1H-pyrazol-1-yl)propan-2-yl)-N2,N2-dimethylthiazole-2,4-dicarboxamide was prepared using the method of Example 34(d) starting from (S)-4-(1-(3-(3-chloro-4-cyanophenyl)-1H-pyrazol-1-yl)propan-2-ylcarbamoyl)thiazole-2-carboxylic acid (0.2 g, 0.428 mmol) and dimethylamine hydrochloride (0.029 g, 0.357 mmol). The product was purified by Flash-chromatography. Yield 23.42%. 1H-NMR (400 MHz; DMSO-d6): δ 1.18 (d, 3H), 3.05 (s, 3H), 3.45 (s, 3H), 4.37 (m, 2H), 4.46 (... Reactants: CC(C)(O)Cc1cccs1, CC1(C)CC(Nc2nccc(Cl)n2)CC(C)(C)N1. Yields the product CC(C)(O)Cc1ccc(-c2ccnc(NC3CC(C)(C)NC(C)(C)C3)n2)s1. RXN SMILES: [CH3:19][C:20]([CH2:21][c:22]1[s:23][cH:24][cH:25][cH:26]1)([CH3:27])[OH:28].[Cl:1][c:2]1[n:3][c:4]([NH:8][CH:9]2[CH2:10][C:11]([CH3:17])([CH3:18])[NH:12][C:13]([CH3:15])([CH3:16])[CH2:14]2)[n:5][cH:6][cH:7]1>>[c:2]1(-[c:24]2[s:23][c:22]([CH2:21][C:20]([CH3:19])([CH3:27])[OH:28])[cH:26][cH:25]2)[n:3][c:4]([NH:8][CH:9]2[CH2:10][C:11]([CH3:17])([CH3:18])[NH:12][C:13]([CH3:15])([CH3:16])[CH2:14]2)[n:5][cH:6][cH:7]1.